Dataset: the Open Reaction Database (ORD), a public repository of structured organic reaction records. Task: describe an organic reaction: reactants, conditions, products, and yield Reactants: CCCC(C(=O)OC)c1c(C)nc2cc(C(C)(C)C)nn2c1-c1ccccc1, CO, [Na+], [OH-], O. The product is CCCC(C(=O)O)c1c(C)nc2cc(C(C)(C)C)nn2c1-c1ccccc1. As a reaction SMILES: [C:1]([CH3:2])([CH3:3])([CH3:4])[c:5]1[n:6][n:7]2[c:8]([n:9][c:10]([CH3:27])[c:11]([CH:19]([C:20](=[O:21])[O:22][CH3:23])[CH2:24][CH2:25][CH3:26])[c:12]2-[c:13]2[cH:14][cH:15][cH:16][cH:17][cH:18]2)[cH:28]1.[CH3:32][OH:33].[Na+:30].[OH-:29].[OH2:31]>>[C:1]([CH3:2])([CH3:3])([CH3:4])[c:5]1[n:6][n:7]2[c:8]([n:9][c:10]([CH3:27])[c:11]([CH:19]([C:20](=[O:21])[OH:22])[CH2:24][CH2:25][CH3:26])[c:12]2-[c:13]2[cH:14][cH:15][cH:16][cH:17][cH:18]2)[cH:28]1. Reactants: [N+](=O)([O-])C=1C=C(C=CC1)NCC(=O)O (3-nitrophenylglycine), C(C)O (ethanol), C(C)O (ethanol). Solvent: O (water). Product: [N+](=O)([O-])C=1C=C(C=CC1)NCC(=O)OCC (ethyl 3-nitrophenylglycinate). Reaction SMILES: [N+:1]([C:4]1[CH:5]=[C:6]([NH:10][CH2:11][C:12]([OH:14])=[O:13])[CH:7]=[CH:8][CH:9]=1)([O-:3])=[O:2].[CH2:15](O)[CH3:16]>O>[N+:1]([C:4]1[CH:5]=[C:6]([NH:10][CH2:11][C:12]([O:14][CH2:15][CH3:16])=[O:13])[CH:7]=[CH:8][CH:9]=1)([O-:3])=[O:2]. Reported procedure: 2 g of 3-nitrophenylglycine are heated for 20 hours with stirring at a temperature in the region of 100° C. in 100 cm3 of absolute ethanol containing 20 cm3 of 6.5N hydrochloric ethanol. The suspension is filtered at a temperature in the region of 50° C.; the filtrate is concentrated under reduced pressure (5 kPa) at a temperature in the region of 40° C. The residue obtained is taken up in water and then extracted with about 100 cm3 of ethyl acetate. The aqueous phase is made alkaline by additio... Reactants: S(=O)(Cl)Cl (thionyl chloride), C[Si](CCC(=O)O)(C)C (3-trimethylsilylpropanoic acid). The solvent is ClCCCl (1,2-dichloroethane). Reaction conditions: temperature 40 celsius. Yields the product C[Si](CCC(=O)Cl)(C)C (3-trimethylsilylpropanoyl chloride). RXN SMILES: S(Cl)([Cl:3])=O.[CH3:5][Si:6]([CH3:13])([CH3:12])[CH2:7][CH2:8][C:9](O)=[O:10]>ClCCCl>[CH3:5][Si:6]([CH3:13])([CH3:12])[CH2:7][CH2:8][C:9]([Cl:3])=[O:10]. Reported procedure: 13.5 g (0.11 mol) of thionyl chloride are added dropwise with stirring to a mixture of 10 g (0.068 mol) of 3-trimethylsilylpropanoic acid in 30 ml of 1,2-dichloroethane. The reaction mixture is heated at 40° C. for 2 hours. The excess thionyl chloride is removed by distillation under reduced pressure. The solution obtained is used without further purification for the following step. Reactants: COC(=O)c1cc(-c2c(C3CC3)cnn2C)cs1, [Na+], C1CCOC1, [OH-]. Yields the product Cn1ncc(C2CC2)c1-c1csc(C(=O)O)c1. Reaction SMILES: [CH:1]1([c:4]2[cH:5][n:6][n:7]([CH3:18])[c:8]2-[c:9]2[cH:10][c:11]([C:14](=[O:15])[O:16][CH3:17])[s:12][cH:13]2)[CH2:2][CH2:3]1.[Na+:20].[O:21]1[CH2:22][CH2:23][CH2:24][CH2:25]1.[OH-:19]>>[CH:1]1([c:4]2[cH:5][n:6][n:7]([CH3:18])[c:8]2-[c:9]2[cH:10][c:11]([C:14](=[O:15])[OH:16])[s:12][cH:13]2)[CH2:2][CH2:3]1. The reactants are [H-].[Na+] (sodium hydride), C(CO)O (1,2-ethanediol), ClC1=C(C(=C(C(=N1)SCC1=CC(=NC=C1)C(=O)NC)C#N)C1=CC=CC=C1)C#N (4-{[(6-Chloro-3,5-dicyano-4-phenylpyridin-2-yl)thio]methyl}-N-methylpyridine-2-carboxamide). Run in CN(C)C=O (DMF). Run at temperature 115 celsius, time 15 minute. The product is C(#N)C=1C(=NC(=C(C1C1=CC=CC=C1)C#N)OCCO)SCC1=CC(=NC=C1)C(=O)NC (4-({[3,5-Dicyano-6-(2-hydroxyethoxy)-4-phenylpyridin-2-yl]thio}methyl)-N-methylpyridine-2-carboxamide). As a reaction SMILES: [CH2:1]([OH:4])[CH2:2][OH:3].[H-].[Na+].Cl[C:8]1[N:13]=[C:12]([S:14][CH2:15][C:16]2[CH:21]=[CH:20][N:19]=[C:18]([C:22]([NH:24][CH3:25])=[O:23])[CH:17]=2)[C:11]([C:26]#[N:27])=[C:10]([C:28]2[CH:33]=[CH:32][CH:31]=[CH:30][CH:29]=2)[C:9]=1[C:34]#[N:35]>CN(C=O)C>[C:26]([C:11]1[C:12]([S:14][CH2:15][C:16]2[CH:21]=[CH:20][N:19]=[C:18]([C:22]([NH:24][CH3:25])=[O:23])[CH:17]=2)=[N:13][C:8]([O:3][CH2:2][CH2:1][OH:4])=[C:9]([C:34]#[N:35])[C:10]=1[C:28]1[CH:33]=[CH:32][CH:31]=[CH:30][CH:29]=1)#[N:27] |f:1.2|. Reported procedure: 22 mg (0.357 mmol) of 1,2-ethanediol are initially charged in 0.5 ml of DMF, and 4.8 mg (0.179 mmol) of sodium hydride are added. After 15 min at RT, 50 mg (0.119 mmol) of the compound from Example 25A are added and the reaction mixture is stirred at 115° C. overnight. After cooling, the reaction solution is purified by prep. HPLC. Starting materials: [NH4+].[Cl-] (NH4Cl), ClC=1N=C2C(=NC1Cl)C=NC=C2 (2,3-dichloropyrido[3,4-b]pyrazine), CCN(C(C)C)C(C)C (DIPEA), C(C)(C)(C)N (tert-butylamine). Solvent: C(Cl)Cl (DCM). Run at time 48 hour. Yields the product C(C)(C)(C)NC=1N=C2C(=NC1Cl)C=NC=C2 (N-(tert-butyl)-3-chloropyrido[3,4-b]pyrazin-2-amine). The yield is 87.9%. RXN SMILES: Cl[C:2]1[N:3]=[C:4]2[CH:12]=[CH:11][N:10]=[CH:9][C:5]2=[N:6][C:7]=1[Cl:8].CCN(C(C)C)C(C)C.[C:22]([NH2:26])([CH3:25])([CH3:24])[CH3:23].[NH4+].[Cl-]>C(Cl)Cl>[C:22]([NH:26][C:2]1[N:3]=[C:4]2[CH:12]=[CH:11][N:10]=[CH:9][C:5]2=[N:6][C:7]=1[Cl:8])([CH3:25])([CH3:24])[CH3:23] |f:3.4|. Reported procedure: Combined 2,3-dichloropyrido[3,4-b]pyrazine (1 g, 5.00 mmol) and DIPEA (1.75 mL, 10.00 mmol) in DCM (10.00 mL) and cooled to 0° C. and added tert-butylamine (1.590 mL, 15.00 mmol) and stirred for 48 h. The reaction mixture was poured into saturated aqueous NH4Cl and extracted twice with EtOAc. The organic extracts were combined, filtered through MgSO4, and concentrated in vacuo. The residue was redissolved in EtOAc, filtered through a one inch plug of silica, washing with EtOAc, and concentrated ... Reactants: Cc1ccc(-c2ccccc2C(=O)Nc2ccc(C(=O)N(C)c3ccccc3C=CCCCC(=O)O)cc2)cc1, CCO. The product is Cc1ccc(-c2ccccc2C(=O)Nc2ccc(C(=O)N(C)c3ccccc3CCCCCC(=O)O)cc2)cc1. As a reaction SMILES: [CH3:1][c:2]1[cH:3][cH:4][c:5](-[c:8]2[c:9]([C:14](=[O:15])[NH:16][c:17]3[cH:18][cH:19][c:20]([C:21](=[O:22])[N:23]([c:24]4[c:25]([CH:30]=[CH:31][CH2:32][CH2:33][CH2:34][C:35](=[O:36])[OH:37])[cH:26][cH:27][cH:28][cH:29]4)[CH3:38])[cH:39][cH:40]3)[cH:10][cH:11][cH:12][cH:13]2)[cH:6][cH:7]1.[CH3:41][CH2:42][OH:43]>>[CH3:1][c:2]1[cH:3][cH:4][c:5](-[c:8]2[c:9]([C:14](=[O:15])[NH:16][c:17]3[cH:18][cH:19][c:20]([C:21](=[O:22])[N:23]([c:24]4[c:25]([CH2:30][CH2:31][CH2:32][CH2:33][CH2:34][C:35](=[O:36])[OH:37])[cH:26][cH:27][cH:28][cH:29]4)[CH3:38])[cH:39][cH:40]3)[cH:10][cH:11][cH:12][cH:13]2)[cH:6][cH:7]1.